Task: describe an organic reaction: reactants, conditions, products, and yield. Dataset: the Open Reaction Database (ORD), a public repository of structured organic reaction records Reactants: O=C1CCC(=O)N1Br, CN(C(=O)OC(C)(C)C)c1cnc(-c2cccnc2)s1, CC#N. The product is CN(C(=O)OC(C)(C)C)c1sc(-c2cccnc2)nc1Br. Reaction SMILES: [Br:21][N:22]1[C:23](=[O:24])[CH2:25][CH2:26][C:27]1=[O:28].[C:1]([CH3:2])([CH3:3])([CH3:4])[O:5][C:6]([N:7]([c:8]1[cH:9][n:10][c:11](-[c:13]2[cH:14][n:15][cH:16][cH:17][cH:18]2)[s:12]1)[CH3:19])=[O:20].[CH3:29][C:30]#[N:31]>>[C:1]([CH3:2])([CH3:3])([CH3:4])[O:5][C:6]([N:7]([c:8]1[c:9]([Br:21])[n:10][c:11](-[c:13]2[cH:14][n:15][cH:16][cH:17][cH:18]2)[s:12]1)[CH3:19])=[O:20]. Reactants: CCNCC, CCNCC, O=C(CCl)NCC(=O)Nc1ccccc1, Cl, c1ccccc1. The product is CCN(CC)CC(=O)NCC(=O)Nc1ccccc1. RXN SMILES: [CH2:16]([CH3:17])[NH:18][CH2:19][CH3:20].[CH2:22]([NH:23][CH2:24][CH3:25])[CH3:26].[Cl:1][CH2:2][C:3](=[O:4])[NH:5][CH2:6][C:7](=[O:8])[NH:9][c:10]1[cH:11][cH:12][cH:13][cH:14][cH:15]1.[ClH:21].[cH:27]1[cH:28][cH:29][cH:30][cH:31][cH:32]1>>[CH2:2]([C:3](=[O:4])[NH:5][CH2:6][C:7](=[O:8])[NH:9][c:10]1[cH:11][cH:12][cH:13][cH:14][cH:15]1)[N:18]([CH2:16][CH3:17])[CH2:19][CH3:20]. The reactants are O=C(O)Cc1cc(F)ccc1Br, OCc1ccc(OCc2ccccc2)cc1, CN(C)c1ccncc1, CC(C)N=C=NC(C)C, ClCCl. The product is O=C(Cc1cc(F)ccc1Br)OCc1ccc(OCc2ccccc2)cc1. Reaction SMILES: [Br:17][c:18]1[c:19]([CH2:25][C:26](=[O:27])[OH:28])[cH:20][c:21]([F:24])[cH:22][cH:23]1.[CH2:1]([c:2]1[cH:3][cH:4][cH:5][cH:6][cH:7]1)[O:8][c:9]1[cH:10][cH:11][c:12]([CH2:13][OH:14])[cH:15][cH:16]1.[CH3:41][N:42]([CH3:43])[c:44]1[cH:45][cH:46][n:47][cH:48][cH:49]1.[CH:29]([N:30]=[C:31]=[N:32][CH:33]([CH3:34])[CH3:35])([CH3:36])[CH3:37].[Cl:38][CH2:39][Cl:40]>>[CH2:1]([c:2]1[cH:3][cH:4][cH:5][cH:6][cH:7]1)[O:8][c:9]1[cH:10][cH:11][c:12]([CH2:13][O:14][C:26]([CH2:25][c:19]2[c:18]([Br:17])[cH:23][cH:22][c:21]([F:24])[cH:20]2)=[O:27])[cH:15][cH:16]1. Starting materials: CC1=C(C=C(C=C1C)C)O (2,3,5-trimethylphenol), CC1=C(C(O)=C(C=C1C)C)O (3,4,6-trimethylcatechol). The product is CC1=C(O)C=C(C(=C1C)O)C (2,3,5-trimethylhydroquinone). RXN SMILES: [CH3:1][C:2]1[C:7]([CH3:8])=[CH:6][C:5]([CH3:9])=[CH:4][C:3]=1[OH:10].CC1C(C)=CC(C)=C([OH:15])C=1O>>[CH3:1][C:2]1[C:7]([CH3:8])=[C:6]([OH:15])[C:5]([CH3:9])=[CH:4][C:3]=1[OH:10]. Procedure details: By following in the same manner as in Example 56 except that 100 g. (735 m.moles) of 2,3,5-trimethylphenol was used instead of 3,5-dimethylphenol, 2.16 g. (14.2 m.moles) of 3,4,6-trimethylcatechol and 0.71 g. (4.7 m.moles) of 2,3,5-trimethylhydroquinone were obtained. The yield of dihydric alkylphenols was 44.9%. The reactants are O=C([O-])[O-], CCNCc1cccc(Br)c1, CCOC(C)=O, ClC=CCCl, [K+], [K+]. Yields the product CCN(CC=CCl)Cc1cccc(Br)c1. Reaction SMILES: [C:17](=[O:18])([O-:19])[O-:20].[CH2:1]([CH3:2])[NH:3][CH2:4][c:5]1[cH:6][c:7]([Br:11])[cH:8][cH:9][cH:10]1.[CH3:23][CH2:24][O:25][C:26](=[O:27])[CH3:28].[Cl:12][CH:13]=[CH:14][CH2:15][Cl:16].[K+:21].[K+:22]>>[CH2:1]([CH3:2])[N:3]([CH2:4][c:5]1[cH:6][c:7]([Br:11])[cH:8][cH:9][cH:10]1)[CH2:15][CH:14]=[CH:13][Cl:12]. Starting materials: nitriles, BrC1=NOC=C1 (bromoisoxazole), C(Cl)(Cl)Cl (CHCl3), BrC=1C=CC(=C(C1)C1=NOC(=C1)C1=CC(=CC=C1)Br)[N+](=O)[O-] (3-(5-Bromo-2-nitrophenyl)-5-(3-bromophenyl)isoxazole), BrC=1C=CC(=C(C1)C1=NOC(=C1)C1=CC(=CC=C1)Br)OC (3-(5-Bromo-2-methoxyphenyl)-5-(3-bromophenyl)isoxazole). Solvent: C(Cl)Cl (CH2Cl2). Yields the product C(#N)C=1C=CC(=C(C1)C1=NOC(=C1)C1=CC(=CC=C1)C#N)[N+](=O)[O-] (3-(5-Cyano-2-nitrophenyl)-5-(3-cyanophenyl)isoxazole), C(#N)C=1C=CC(=C(C1)C1=NOC(=C1)C1=CC(=CC=C1)C#N)OC (3-(5-Cyano-2-methoxyphenyl)-5-(3-cyanophenyl)isoxazole), ClC1=C(C=C(C=C1)C#N)C1=NOC(=C1)C1=CC=C(C=C1)C#N (3-(2-Chloro-5-cyanophenyl)-5-(4-cyanophenyl)isoxazole), solid. Yield: 27.0%. As a reaction SMILES: Br[C:2]1[CH:3]=[CH:4][C:5]([N+:20]([O-:22])=[O:21])=[C:6]([C:8]2[CH:12]=[C:11]([C:13]3[CH:18]=[CH:17][CH:16]=[C:15](Br)[CH:14]=3)[O:10][N:9]=2)[CH:7]=1.[CH:23]([Cl:26])(Cl)Cl.Br[C:28]1[CH:29]=[CH:30][C:31]([O:46][CH3:47])=[C:32]([C:34]2[CH:38]=[C:37]([C:39]3[CH:44]=[CH:43][CH:42]=[C:41](Br)[CH:40]=3)[O:36][N:35]=2)[CH:33]=1.Br[C:49]1[CH:53]=[CH:52][O:51][N:50]=1>C(Cl)Cl>[C:49]([C:2]1[CH:3]=[CH:4][C:5]([N+:20]([O-:22])=[O:21])=[C:6]([C:8]2[CH:12]=[C:11]([C:13]3[CH:18]=[CH:17][CH:16]=[C:15]([C:34]#[N:35])[CH:14]=3)[O:10][N:9]=2)[CH:7]=1)#[N:50].[C:8]([C:28]1[CH:29]=[CH:30][C:31]([O:46][CH3:47])=[C:32]([C:34]2[CH:38]=[C:37]([C:39]3[CH:44]=[CH:43][CH:42]=[C:41]([C:49]#[N:50])[CH:40]=3)[O:36][N:35]=2)[CH:33]=1)#[N:9].[Cl:26][C:23]1[CH:28]=[CH:33][C:32]([C:34]#[N:35])=[CH:31][C:30]=1[C:49]1[CH:53]=[C:52]([C:3]2[CH:2]=[CH:7][C:6]([C:8]#[N:9])=[CH:5][CH:4]=2)[O:51][N:50]=1. Procedure details: 3-(5-Cyano-2-nitrophenyl)-5-(3-cyanophenyl)isoxazole (501) was prepared from bromoisoxazole 49j as light yellow crystals (0.18 g, 24%): mp 225-227° C. (CHCl3); 1H NMR δ 8.48 (s, 1H), 8.45 (s, 1H), 8.35 (m, 2H), 8.25 (d, J=7.7 Hz, 1H), 8.05 (d, J=7.7 Hz, 1H), 7.82 (t, J=7.7 Hz, 1H), 7.70 (s, 1H); HPLC (Method B) tR 6.67 min (100 area % at 265 nm). Anal. (C17H8N4O3) C, H, N. 3-(5-Cyano-2-methoxyphenyl)-5-(3-cyanophenyl)isoxazole (50m) was prepared from bromoisoxazole 49k as light yellow crystals (... The reactants are CC(c1ccccc1)N1CC(C)(NC(=O)OC(C)(C)C)CC1=O, CI, CN(C)C=O, [H-], [Na+], O=C(O)CC(O)(CC(=O)O)C(=O)O. Product: CC(c1ccccc1)N1CC(C)(N(C)C(=O)OC(C)(C)C)CC1=O. Reaction SMILES: [CH3:1][C:2]1([NH:16][C:17]([O:18][C:19]([CH3:20])([CH3:21])[CH3:22])=[O:23])[CH2:3][N:4]([CH:8]([CH3:9])[c:10]2[cH:11][cH:12][cH:13][cH:14][cH:15]2)[C:5](=[O:7])[CH2:6]1.[CH3:24][I:25].[CH3:41][N:42]([CH3:43])[CH:44]=[O:45].[H-:26].[Na+:27].[OH:28][C:29]([CH2:30][C:31]([C:32](=[O:33])[OH:34])([CH2:35][C:36](=[O:37])[OH:38])[OH:39])=[O:40]>>[CH3:1][C:2]1([N:16]([C:17]([O:18][C:19]([CH3:20])([CH3:21])[CH3:22])=[O:23])[CH3:29])[CH2:3][N:4]([CH:8]([CH3:9])[c:10]2[cH:11][cH:12][cH:13][cH:14][cH:15]2)[C:5](=[O:7])[CH2:6]1.